Dataset: the Open Reaction Database (ORD), a public repository of structured organic reaction records. Task: describe an organic reaction: reactants, conditions, products, and yield The reactants are ClC1=NC(=NC(=C1C1=CC=C(C=C1)C)Cl)C1=CC=NC=C1 (4,6-dichloro-2-(4-pyridyl)-5-(p-tolyl)-pyrimidine), [K+].C(C)(C)C=1C=CC(=NC1)S(=O)(=O)[NH-] (5-isopropyl-2-pyridine sulfonamide potassium salt). The solvent is CN(C)C=O (DMF). Reaction conditions: time 16 hour. Product: C(C)(C)C=1C=CC(=NC1)S(=O)(=O)NC1=NC(=NC(=C1C1=CC=C(C=C1)C)Cl)C1=CC=NC=C1 (5-isopropyl-N-[6-chloro-5-(p-tolyl)-2-(4-pyridyl)4-pyrimidinyl]-2-pyridine sulfonamide). Yield: 87.6%. Reaction SMILES: Cl[C:2]1[C:7]([C:8]2[CH:13]=[CH:12][C:11]([CH3:14])=[CH:10][CH:9]=2)=[C:6]([Cl:15])[N:5]=[C:4]([C:16]2[CH:21]=[CH:20][N:19]=[CH:18][CH:17]=2)[N:3]=1.[K+].[CH:23]([C:26]1[CH:27]=[CH:28][C:29]([S:32]([NH-:35])(=[O:34])=[O:33])=[N:30][CH:31]=1)([CH3:25])[CH3:24]>CN(C=O)C>[CH:23]([C:26]1[CH:27]=[CH:28][C:29]([S:32]([NH:35][C:2]2[C:7]([C:8]3[CH:13]=[CH:12][C:11]([CH3:14])=[CH:10][CH:9]=3)=[C:6]([Cl:15])[N:5]=[C:4]([C:16]3[CH:21]=[CH:20][N:19]=[CH:18][CH:17]=3)[N:3]=2)(=[O:34])=[O:33])=[N:30][CH:31]=1)([CH3:25])[CH3:24] |f:1.2|. Procedure: A mixture of 654 mg of 4,6-dichloro-2-(4-pyridyl)-5-(p-tolyl)-pyrimidine and 1051 mg of 5-isopropyl-2-pyridine sulfonamide potassium salt (Example 1e) in 20 ml of DMF was stirred for 16 h at room temperature. Eventually, the solvent was distilled off under reduced pressure and the resulting residue was treated with 100 ml of 10% aqueous acetic acid and 100 ml of DCM. The layers were separated. The aqueous layer was extracted two more times with DCM. The combined organic layers were washed once w... Starting materials: [Si](C1=CC=CC=C1)(C1=CC=CC=C1)(C(C)(C)C)OCC1=CC=C(C=C1)CCCC1OCCO1 (2-[3-(4-tert-Butyldiphenylsilyloxymethylphenyl)propyl]-[1,3]-dioxolane), Cl (HCl), N1C=NC=C1 (imidazole), C(C)(C)(C)[Si](C1=CC=CC=C1)(C1=CC=CC=C1)Cl (tert-butylchlorodiphenyl silane), C(=O)([O-])[O-].[K+].[K+] (K2CO3), Cl (HCl). Run in C1CCOC1 (THF). Run at time 1 hour. The product is [Si](C1=CC=CC=C1)(C1=CC=CC=C1)(C(C)(C)C)OCC1=CC=C(C=C1)CCCC=O (4-(4-tert-Butyldiphenylsilyloxymethyl-phenyl)butyraldehyde). Yield: 42.8%. Reaction SMILES: [Si:1]([O:18][CH2:19][C:20]1[CH:25]=[CH:24][C:23]([CH2:26][CH2:27][CH2:28][CH:29]2OCC[O:30]2)=[CH:22][CH:21]=1)([C:14]([CH3:17])([CH3:16])[CH3:15])([C:8]1[CH:13]=[CH:12][CH:11]=[CH:10][CH:9]=1)[C:2]1[CH:7]=[CH:6][CH:5]=[CH:4][CH:3]=1.Cl.C([O-])([O-])=O.[K+].[K+].N1C=CN=C1.C([Si](Cl)(C1C=CC=CC=1)C1C=CC=CC=1)(C)(C)C>C1COCC1>[Si:1]([O:18][CH2:19][C:20]1[CH:25]=[CH:24][C:23]([CH2:26][CH2:27][CH2:28][CH:29]=[O:30])=[CH:22][CH:21]=1)([C:14]([CH3:16])([CH3:17])[CH3:15])([C:8]1[CH:13]=[CH:12][CH:11]=[CH:10][CH:9]=1)[C:2]1[CH:3]=[CH:4][CH:5]=[CH:6][CH:7]=1 |f:2.3.4|. Procedure: To a solution of 5.5 g (11.9 mmol) of the dioxolane 171 in 40 mL of THF at room temperature was added 40 mL of 4.0N HCl and the resulting solution was allowed to stir for 1 h. The mixture was neutralized with solid K2CO3, extracted with ethyl acetate and concentrated. The crude mixture was dissolved into 25 mL of CH2Cl2 to which was added 600 mg (8.8 mmol) of imidazole and 1.9 mL (7.3 mmol) of tert-butylchlorodiphenyl silane. The resulting mixture was allowed to stir overnight at room temperatur...